Dataset: the Open Reaction Database (ORD), a public repository of structured organic reaction records. Task: describe an organic reaction: reactants, conditions, products, and yield Starting materials: CCOC(=O)C(=O)OCC, CCO, CC[O-], CC(=O)c1ccco1, [Na+]. The product is CCOC(=O)C(=O)CC(=O)c1ccco1. Reaction SMILES: [C:13]([C:14](=[O:15])[O:16][CH2:17][CH3:18])(=[O:19])[O:20][CH2:21][CH3:22].[CH3:23][CH2:24][OH:25].[CH3:2][CH2:3][O-:4].[CH3:5][C:6](=[O:7])[c:8]1[cH:9][cH:10][cH:11][o:12]1.[Na+:1]>>[CH2:5]([C:6](=[O:7])[c:8]1[cH:9][cH:10][cH:11][o:12]1)[C:13]([C:14](=[O:15])[O:16][CH2:17][CH3:18])=[O:19]. Product: N#Cc1cccc(N2CC3CC2CN3c2ccc(C(=O)NO)cc2)c1. As a reaction SMILES: [C:1](#[N:2])[c:3]1[cH:4][c:5]([N:9]2[CH:10]3[CH2:11][N:12]([c:16]4[cH:17][cH:18][c:19]([C:20](=[O:21])[OH:22])[cH:23][cH:24]4)[CH:13]([CH2:14]2)[CH2:15]3)[cH:6][cH:7][cH:8]1.[ClH:25].[NH2:26][OH:27].[cH:28]1[cH:29][cH:30][n:31][cH:32][cH:33]1>>[C:1](#[N:2])[c:3]1[cH:4][c:5]([N:9]2[CH:10]3[CH2:11][N:12]([c:16]4[cH:17][cH:18][c:19]([C:20](=[O:21])[NH:26][OH:27])[cH:23][cH:24]4)[CH:13]([CH2:14]2)[CH2:15]3)[cH:6][cH:7][cH:8]1. The reactants are N#Cc1cccc(N2CC3CC2CN3c2ccc(C(=O)O)cc2)c1, Cl, NO, c1ccncc1. The reactants are [Li+].[OH-] (LiOH), C(Cl)Cl (DCM), C(C)(C)OC1=C(C=C(COC=2C=C3C=C4N(C3=CC2)CCCC4CC(=O)OCC)C=C1)C(F)(F)F (Ethyl 2-(2-(4-isopropoxy-3-(trifluoromethyl)benzyloxy)-6,7,8,9-tetrahydropyrido[1,2-a]indol-9-yl)acetate), C(CC(O)(C(=O)O)CC(=O)O)(=O)O (citric acid). The solvent is hexanes, O1CCOCC1 (1,4-dioxane), CCOC(=O)C (EtOAc). Conditions: temperature 50 celsius. Yields the product C(C)(C)OC1=C(C=C(COC=2C=C3C=C4N(C3=CC2)CCCC4CC(=O)O)C=C1)C(F)(F)F (2-(2-(4-Isopropoxy-3-(trifluoromethyl)benzyloxy)-6,7,8,9-tetrahydropyrido[1,2-a]indol-9-yl)acetic Acid). Yield: 106.2%. RXN SMILES: [CH:1]([O:4][C:5]1[CH:31]=[CH:30][C:8]([CH2:9][O:10][C:11]2[CH:12]=[C:13]3[C:17](=[CH:18][CH:19]=2)[N:16]2[CH2:20][CH2:21][CH2:22][CH:23]([CH2:24][C:25]([O:27]CC)=[O:26])[C:15]2=[CH:14]3)=[CH:7][C:6]=1[C:32]([F:35])([F:34])[F:33])([CH3:3])[CH3:2].[Li+].[OH-].C(O)(=O)CC(CC(O)=O)(C(O)=O)O.C(Cl)Cl>O1CCOCC1.CCOC(C)=O>[CH:1]([O:4][C:5]1[CH:31]=[CH:30][C:8]([CH2:9][O:10][C:11]2[CH:12]=[C:13]3[C:17](=[CH:18][CH:19]=2)[N:16]2[CH2:20][CH2:21][CH2:22][CH:23]([CH2:24][C:25]([OH:27])=[O:26])[C:15]2=[CH:14]3)=[CH:7][C:6]=1[C:32]([F:35])([F:33])[F:34])([CH3:3])[CH3:2] |f:1.2|. Procedure details: Ethyl 2-(2-(4-isopropoxy-3-(trifluoromethyl)benzyloxy)-6,7,8,9-tetrahydropyrido[1,2-a]indol-9-yl)acetate (0.147 g, 0.3 mmol) was dissolved in 1,4-dioxane (4.5 mL). LiOH (1.0 M, 1.501 mL) was added at 25° C. to give a slightly turbid solution. The reaction was heated at 50° C. for 2 h, cooled to 24° C., and acidified with 0.5 M citric acid (6.01 mL, 3.00 mmol). The mixture was diluted with EtOAc (50 mL), washed with water (2×10 mL), brine (10 mL), and dried over MgSO4. The solvent was evaporated ... The reactants are ClC1=CC(=NC=C1)C(=O)NCC1CC1 (4-Chloro-2-[(cyclopropylmethyl)aminocarbonyl]pyridine), C1=CC(=CC=C1[N+](=O)[O-])O (p-nitrophenol), CCN(C(C)C)C(C)C (Hunig's base), CN1C(CCC1)=O (1-methyl-2-pyrrolidinone). The solvent is O (Water). The product is C1(CC1)CNC(=O)C1=NC=CC(=C1)OC1=CC=C(C=C1)[N+](=O)[O-] (2-[(Cyclopropylmethyl)aminocarbonyl]-4-(4-nitrophenoxy)pyridine). Reaction SMILES: Cl[C:2]1[CH:7]=[CH:6][N:5]=[C:4]([C:8]([NH:10][CH2:11][CH:12]2[CH2:14][CH2:13]2)=[O:9])[CH:3]=1.[CH:15]1[C:20]([N+:21]([O-:23])=[O:22])=[CH:19][CH:18]=[C:17]([OH:24])[CH:16]=1.CCN(C(C)C)C(C)C.CN1CCCC1=O>O>[CH:12]1([CH2:11][NH:10][C:8]([C:4]2[CH:3]=[C:2]([O:24][C:17]3[CH:16]=[CH:15][C:20]([N+:21]([O-:23])=[O:22])=[CH:19][CH:18]=3)[CH:7]=[CH:6][N:5]=2)=[O:9])[CH2:14][CH2:13]1. Procedure: 4-Chloro-2-[(cyclopropylmethyl)aminocarbonyl]pyridine (1.5 g), p-nitrophenol (2.0 g), Hunig's base (3.1 ml) and 1-methyl-2-pyrrolidinone (6.2 ml) were stirred together at 160° C. for 3 hours. Water was added, extraction was performed with ethyl acetate, and the solvent was distilled off under reduced pressure. The residue was purified by column chromatography (hexane:ethyl acetate=4:1, followed by 2:1) using NH type silica gel to obtain 0.35 g of the target substance as a colorless oil. The reactants are CCCn1cnc2c1c(=O)[nH]c(=O)n2C, Clc1ccc(OCCCCCCBr)cc1. The product is CCCn1cnc2c1c(=O)n(CCCCCCOc1ccc(Cl)cc1)c(=O)n2C. Reaction SMILES: [CH3:1][n:2]1[c:3](=[O:15])[nH:4][c:5](=[O:14])[c:6]2[n:7]([CH2:11][CH2:12][CH3:13])[cH:8][n:9][c:10]12.[Cl:16][c:17]1[cH:18][cH:19][c:20]([O:21][CH2:22][CH2:23][CH2:24][CH2:25][CH2:26][CH2:27][Br:28])[cH:29][cH:30]1>>[CH3:1][n:2]1[c:3](=[O:15])[n:4]([CH2:27][CH2:26][CH2:25][CH2:24][CH2:23][CH2:22][O:21][c:20]2[cH:19][cH:18][c:17]([Cl:16])[cH:30][cH:29]2)[c:5](=[O:14])[c:6]2[n:7]([CH2:11][CH2:12][CH3:13])[cH:8][n:9][c:10]12. Starting materials: CC1CNCCN1, ClCCl, Fc1ccc(CBr)cc1. Product: CC1CN(Cc2ccc(F)cc2)CCN1. RXN SMILES: [CH3:1][CH:2]1[NH:3][CH2:4][CH2:5][NH:6][CH2:7]1.[Cl:17][CH2:18][Cl:19].[F:8][c:9]1[cH:10][cH:11][c:12]([CH2:13][Br:14])[cH:15][cH:16]1>>[CH3:1][CH:2]1[NH:3][CH2:4][CH2:5][N:6]([CH2:13][c:12]2[cH:11][cH:10][c:9]([F:8])[cH:16][cH:15]2)[CH2:7]1. The reactants are BrN1C(CCC1=O)=O (N-Bromosuccinimide), CC=1C=CC2=C(C(=NO2)C2=CC=C(C=C2)Cl)C1 (5-methyl-3-(4-chlorophenyl)-1,2-benzisoxazole), C(C1=CC=CC=C1)(=O)OOC(C1=CC=CC=C1)=O (Benzoyl peroxide). Solvent: C(Cl)(Cl)(Cl)Cl (carbon tetrachloride). The product is BrCC=1C=CC2=C(C(=NO2)C2=CC=C(C=C2)Cl)C1 (5-bromomethyl-3-(4-chlorophenyl)-1,2-benzisoxazole). RXN SMILES: [Br:1]N1C(=O)CCC1=O.[CH3:9][C:10]1[CH:11]=[CH:12][C:13]2[O:17][N:16]=[C:15]([C:18]3[CH:23]=[CH:22][C:21]([Cl:24])=[CH:20][CH:19]=3)[C:14]=2[CH:25]=1.C(OOC(=O)C1C=CC=CC=1)(=O)C1C=CC=CC=1>C(Cl)(Cl)(Cl)Cl>[Br:1][CH2:9][C:10]1[CH:11]=[CH:12][C:13]2[O:17][N:16]=[C:15]([C:18]3[CH:23]=[CH:22][C:21]([Cl:24])=[CH:20][CH:19]=3)[C:14]=2[CH:25]=1. Procedure details: N-Bromosuccinimide (26 g.) was added to a cold solution of 5-methyl-3-(4-chlorophenyl)-1,2-benzisoxazole (35 g.) in carbon tetrachloride (250 ml.). Benzoyl peroxide (500 mg.) was added and the mixture was heated under reflux for 3 hours in the presence of U.V. light. The solid residue was filtered off, and the filtrate was evaporated to give 5-bromomethyl-3-(4-chlorophenyl)-1,2-benzisoxazole (m.p. 142°C.).